From a dataset of the Open Reaction Database (ORD), a public repository of structured organic reaction records. describe an organic reaction: reactants, conditions, products, and yield Starting materials: C1CCOC1, COC(=O)Cc1ccc(Nc2nc3ccc(C)cc3s2)c(Cl)c1, [Na+], [OH-]. The product is Cc1ccc2nc(Nc3ccc(CC(=O)O)cc3Cl)sc2c1. Reaction SMILES: [CH2:26]1[O:27][CH2:28][CH2:29][CH2:30]1.[Cl:1][c:2]1[cH:3][c:4]([CH2:19][C:20](=[O:21])[O:22][CH3:23])[cH:5][cH:6][c:7]1[NH:8][c:9]1[s:10][c:11]2[c:12]([n:13]1)[cH:14][cH:15][c:16]([CH3:18])[cH:17]2.[Na+:25].[OH-:24]>>[Cl:1][c:2]1[cH:3][c:4]([CH2:19][C:20](=[O:21])[OH:22])[cH:5][cH:6][c:7]1[NH:8][c:9]1[s:10][c:11]2[c:12]([n:13]1)[cH:14][cH:15][c:16]([CH3:18])[cH:17]2. Reaction SMILES: N[C:2]1[CH:3]=[CH:4][C:5]([F:12])=[C:6]([CH:11]=1)[C:7]([O:9][CH3:10])=[O:8].N([O-])=O.[Na+].[BrH:17]>CO.CC(C)=O.O>[Br:17][CH:6]([CH2:5][C:2]1[CH:3]=[CH:4][C:5]([F:12])=[C:6]([C:7]([O:9][CH3:10])=[O:8])[CH:11]=1)[C:7]([O:9][CH3:10])=[O:8] |f:1.2|. Yield: 45.0%. Reported procedure: To a solution of methyl 5-amino-2-fluorobenzoate (4.12 g) in 47% hydrobromic acid (11.4 ml), methanol (20 ml) and acetone (50 ml), a solution of sodium nitrite (1.88 g) in water (3 ml) was slowly added dropwise under cooling with salt-ice and stirring so as to keep an internal temperature of not higher than -5° C. After stirred for 30 minutes as it was, ice bath was removed, methyl acrylate (13.3 ml) was added, and cuprous oxide (225 mg) was added little by little while stirring vigorously. Afte... The solvent is CO (methanol), CC(=O)C (acetone), O (water). The reactants are NC=1C=CC(=C(C(=O)OC)C1)F (methyl 5-amino-2-fluorobenzoate), N(=O)[O-].[Na+] (sodium nitrite), Br (hydrobromic acid), salt-ice. Yields the product BrC(C(=O)OC)CC1=CC(=C(C=C1)F)C(=O)OC (Methyl 2-bromo-3-(3-methoxycarbonyl-4-fluorophenyl)propiona te).